From a dataset of the Open Reaction Database (ORD), a public repository of structured organic reaction records. describe an organic reaction: reactants, conditions, products, and yield The reactants are CS(=O)(=O)c1nccc(-n2cnc3ccccc32)n1, COc1ccccc1CN. The product is COc1ccccc1CNc1nccc(-n2cnc3ccccc32)n1. As a reaction SMILES: [CH3:1][S:2](=[O:3])(=[O:4])[c:5]1[n:6][cH:7][cH:8][c:9](-[n:11]2[cH:12][n:13][c:14]3[c:15]2[cH:16][cH:17][cH:18][cH:19]3)[n:10]1.[CH3:20][O:21][c:22]1[c:23]([CH2:24][NH2:25])[cH:26][cH:27][cH:28][cH:29]1>>[c:5]1([NH:25][CH2:24][c:23]2[c:22]([O:21][CH3:20])[cH:29][cH:28][cH:27][cH:26]2)[n:6][cH:7][cH:8][c:9](-[n:11]2[cH:12][n:13][c:14]3[c:15]2[cH:16][cH:17][cH:18][cH:19]3)[n:10]1. Starting materials: CC(=O)O, Cc1ccccc1, CC(N)C(=O)Nc1sc2c(c1C(=O)c1ccccc1Cl)CCN(C(=O)C1CC1)C2, c1ccncc1. Product: CC1N=C(c2ccccc2Cl)c2c(sc3c2CCN(C(=O)C2CC2)C3)NC1=O. As a reaction SMILES: [CH3:30][C:31](=[O:32])[OH:33].[CH3:34][c:35]1[cH:36][cH:37][cH:38][cH:39][cH:40]1.[NH2:1][CH:2]([C:3](=[O:4])[NH:5][c:6]1[c:7]([C:20]([c:21]2[c:22]([Cl:27])[cH:23][cH:24][cH:25][cH:26]2)=[O:28])[c:8]2[c:9]([s:19]1)[CH2:10][N:11]([C:14](=[O:15])[CH:16]1[CH2:17][CH2:18]1)[CH2:12][CH2:13]2)[CH3:29].[cH:41]1[cH:42][cH:43][n:44][cH:45][cH:46]1>>[N:1]1=[C:20]([c:21]2[c:22]([Cl:27])[cH:23][cH:24][cH:25][cH:26]2)[c:7]2[c:6]([s:19][c:9]3[c:8]2[CH2:13][CH2:12][N:11]([C:14](=[O:15])[CH:16]2[CH2:17][CH2:18]2)[CH2:10]3)[NH:5][C:3](=[O:4])[CH:2]1[CH3:29]. Starting materials: Cc1nc(N2CCN(Cc3ccccc3)C2=O)sc1C(=O)O, CCN=C=NCCCN(C)C, CN(C)C=O, CCOC(C)=O, CCN(C(C)C)C(C)C, Cl, NCc1ccc(F)cc1, On1nnc2ccccc21. Product: Cc1nc(N2CCN(Cc3ccccc3)C2=O)sc1C(=O)NCc1ccc(F)cc1. RXN SMILES: [CH2:1]([c:2]1[cH:3][cH:4][cH:5][cH:6][cH:7]1)[N:8]1[C:9](=[O:22])[N:10]([c:13]2[s:14][c:15]([C:19](=[O:20])[OH:21])[c:16]([CH3:18])[n:17]2)[CH2:11][CH2:12]1.[CH3:24][N:25]([CH3:26])[CH2:27][CH2:28][CH2:29][N:30]=[C:31]=[N:32][CH2:33][CH3:34].[CH3:63][N:64]([CH3:65])[CH:66]=[O:67].[CH3:68][CH2:69][O:70][C:71](=[O:72])[CH3:73].[CH:35]([N:36]([CH2:37][CH3:38])[CH:39]([CH3:40])[CH3:41])([CH3:42])[CH3:43].[ClH:23].[F:54][c:55]1[cH:56][cH:57][c:58]([CH2:59][NH2:60])[cH:61][cH:62]1.[OH:44][n:45]1[c:46]2[cH:47][cH:48][cH:49][cH:50][c:51]2[n:52][n:53]1>>[CH2:1]([c:2]1[cH:3][cH:4][cH:5][cH:6][cH:7]1)[N:8]1[C:9](=[O:22])[N:10]([c:13]2[s:14][c:15]([C:19](=[O:21])[NH:60][CH2:59][c:58]3[cH:57][cH:56][c:55]([F:54])[cH:62][cH:61]3)[c:16]([CH3:18])[n:17]2)[CH2:11][CH2:12]1.